From a dataset of the Open Reaction Database (ORD), a public repository of structured organic reaction records. describe an organic reaction: reactants, conditions, products, and yield Starting materials: Cc1ccc(OCC2CN(C(C)C)C(=O)O2)cn1, O=C(OO)c1cccc(Cl)c1, ClCCl. Yields the product Cc1ccc(OCC2CN(C(C)C)C(=O)O2)c[n+]1[O-]. As a reaction SMILES: [CH:12]([CH3:13])([CH3:14])[N:15]1[C:16](=[O:29])[O:17][CH:18]([CH2:20][O:21][c:22]2[cH:23][n:24][c:25]([CH3:28])[cH:26][cH:27]2)[CH2:19]1.[Cl:1][c:2]1[cH:3][cH:4][cH:5][c:6]([C:7]([O:8][OH:10])=[O:9])[cH:11]1.[Cl:30][CH2:31][Cl:32]>>[O-:9][n+:24]1[cH:23][c:22]([O:21][CH2:20][CH:18]2[O:17][C:16](=[O:29])[N:15]([CH:12]([CH3:13])[CH3:14])[CH2:19]2)[cH:27][cH:26][c:25]1[CH3:28]. The reactants are CC(=O)O, CNS(=O)(=O)CCC1CCNCC1, O=[Pt]. The product is CC(=O)O, CNS(=O)(=O)CCC1CCNCC1. Reaction SMILES: [CH3:14][C:15]([OH:16])=[O:17].[CH3:1][NH:2][S:3](=[O:4])(=[O:5])[CH2:6][CH2:7][CH:8]1[CH2:9][CH2:10][NH:11][CH2:12][CH2:13]1.[Pt:18]=[O:19]>>[CH3:14][C:15](=[O:16])[OH:17].[CH3:1][NH:2][S:3](=[O:4])(=[O:5])[CH2:6][CH2:7][CH:8]1[CH2:9][CH2:10][NH:11][CH2:12][CH2:13]1. Starting materials: S=C1CCN(CC1)C(=O)OC(C)(C)C (tert-butyl 4-thioxopiperidine-1-carboxylate), [BH4-].[Na+] (sodium borohydride). Solvent: C(C)O (ethanol). Run at temperature 80 celsius, time 2 hour. The product is SC1CCN(CC1)C(=O)OC(C)(C)C (tert-butyl 4-mercaptopiperidine-1-carboxylate). Yield: 115.8%. RXN SMILES: [S:1]=[C:2]1[CH2:7][CH2:6][N:5]([C:8]([O:10][C:11]([CH3:14])([CH3:13])[CH3:12])=[O:9])[CH2:4][CH2:3]1.[BH4-].[Na+]>C(O)C>[SH:1][CH:2]1[CH2:3][CH2:4][N:5]([C:8]([O:10][C:11]([CH3:14])([CH3:13])[CH3:12])=[O:9])[CH2:6][CH2:7]1 |f:1.2|. Reported procedure: To a solution of crude tert-butyl 4-thioxopiperidine-1-carboxylate (2 g, 9.30 mmol, 1.00 equiv) in ethanol (20 mL) contained in a 100-mL 3-necked round-bottom flask under nitrogen was added sodium borohydride (570 mg, 15.00 mmol, 1.50 equiv) in several portions. The resulting solution was stirred at 80° C. for 2 h. The reaction mixture was then quenched by the addition of 30 mL of water after it was cooled to room temperature with a water bath. The solution was extracted with 3×30 mL of ether an... The reactants are CN(CCOCCCC1OC2=C(S1)C(=C(C(=C2C)C)OCOC)C)C (2-[3-(2-dimethylaminoethoxy)propyl]-5-methoxymethoxy-4,6,7-trimethyl-1,3-benzoxathiole), S(O)(O)(=O)=O (sulfuric acid). The solvent is C(C)(=O)O (acetic acid), C(C)(=O)O (acetic acid). Yields the product CN(CCOCCCC1OC2=C(S1)C(=C(C(=C2C)C)O)C)C (2-[3-(2-Dimethylaminoethoxy)propyl]-5-hydroxy-4,6,7-trimethyl-1,3-benzoxathiole). Reaction SMILES: [CH3:1][N:2]([CH3:25])[CH2:3][CH2:4][O:5][CH2:6][CH2:7][CH2:8][CH:9]1[S:13][C:12]2[C:14]([CH3:24])=[C:15]([O:20]COC)[C:16]([CH3:19])=[C:17]([CH3:18])[C:11]=2[O:10]1.S(=O)(=O)(O)O>C(O)(=O)C>[CH3:25][N:2]([CH3:1])[CH2:3][CH2:4][O:5][CH2:6][CH2:7][CH2:8][CH:9]1[S:13][C:12]2[C:14]([CH3:24])=[C:15]([OH:20])[C:16]([CH3:19])=[C:17]([CH3:18])[C:11]=2[O:10]1. Reported procedure: 330 mg of 2-[3-(2-dimethylaminoethoxy)propyl]-5-methoxymethoxy-4,6,7-trimethyl-1,3-benzoxathiole (prepared as described in Example 88) were dissolved in 5 ml of acetic acid, and then 5 drops of 10% v/v aqueous sulfuric acid was added using a Komagome pipette; the mixture was then heated for 5 hours at 70°-75° C. The acetic acid solution and then condensed by evaporation under reduced pressure, and the condensate was poured into ice-water, neutralized with potassium carbonate and extracted with e... Reactants: COC(NNC1=C(C=CC=C1C)C)=O (methyl-3-(2,6-dimethylphenyl)-carbazate), COCC(=O)Cl (methoxyacetyl chloride). Run in C(Cl)Cl (methylene chloride). Product: CC1=C(C(=CC=C1)C)N(NC(=O)OC)C(COC)=O (methyl 3-(2,6-dimethylphenyl)-3-methoxyacetyl-carbazate). RXN SMILES: [CH3:1][O:2][C:3](=[O:14])[NH:4][NH:5][C:6]1[C:11]([CH3:12])=[CH:10][CH:9]=[CH:8][C:7]=1[CH3:13].[CH3:15][O:16][CH2:17][C:18](Cl)=[O:19]>C(Cl)Cl>[CH3:12][C:11]1[CH:10]=[CH:9][CH:8]=[C:7]([CH3:13])[C:6]=1[N:5]([C:18](=[O:19])[CH2:17][O:16][CH3:15])[NH:4][C:3]([O:2][CH3:1])=[O:14]. Procedure: 3 g of methyl-3-(2,6-dimethylphenyl)-carbazate were dissolved in 40 ml of methylene chloride (CH2Cl2). While stirring at room temperature, 1.7 g of methoxyacetyl chloride were gradually dropped into the solution. The reaction mixture was stirred at room temperature for 3 hours. It was then washed with 20 ml of H2O, 30 ml of a solution of NaHCO3 at 5% and 30 ml of H2O. It was anhydrified on anhydrous Na2SO4 and the solvent was removed by evaporation. Reactants: OCC(=O)O[C@]1(C(C)=O)CC[C@H]2[C@@H]3CCC4=CC(CC[C@]4(C)[C@H]3CC[C@]12C)=O (17α-hydroxyacetoxypregn-4-ene-3,20-dione), C(C)(=O)OC(C)=O (acetic anhydride). The solvent is N1=CC=CC=C1 (pyridine). The product is C(C)(=O)OCC(=O)O[C@]1(C(C)=O)CC[C@H]2[C@@H]3CCC4=CC(CC[C@]4(C)[C@H]3CC[C@]12C)=O (17α-acetoxyacetoxypregn-4-ene-3,20-dione). RXN SMILES: [OH:1][CH2:2][C:3]([O:5][C@:6]1([C@:26]2([CH3:27])[C@H:12]([C@H:13]3[C@H:23]([CH2:24][CH2:25]2)[C@:21]2([CH3:22])[C:16](=[CH:17][C:18](=[O:28])[CH2:19][CH2:20]2)[CH2:15][CH2:14]3)[CH2:11][CH2:10]1)[C:7](=[O:9])[CH3:8])=[O:4].[C:29](OC(=O)C)(=[O:31])[CH3:30]>N1C=CC=CC=1>[C:29]([O:1][CH2:2][C:3]([O:5][C@:6]1([C@:26]2([CH3:27])[C@H:12]([C@H:13]3[C@H:23]([CH2:24][CH2:25]2)[C@:21]2([CH3:22])[C:16](=[CH:17][C:18](=[O:28])[CH2:19][CH2:20]2)[CH2:15][CH2:14]3)[CH2:11][CH2:10]1)[C:7](=[O:9])[CH3:8])=[O:4])(=[O:31])[CH3:30]. Procedure: The above alcohol is acetylated with acetic anhydride in pyridine to give 17α-acetoxyacetoxypregn-4-ene-3,20-dione, which shows the following significant NMR signals: δ(ppm) 0.69 (s, 3H, H-18), 1.19 (s, 3H, H-19), 2.07 and 2.17 (singlets, 3H each, 2-COCH3), ##STR28## 5.76 (broad s, 1H, H-4). The reactants are C(C=C(C)C)C1=CC=C(C=C1)C(C)O (1-(p-prenylphenyl)-ethanol), N1=CC=CC=C1 (pyridine), S(=O)(Cl)Cl (thionyl chloride). Run in C1=CC=CC=C1 (benzene), C1=CC=CC=C1 (benzene). Product: ClC(C)C1=CC=C(C=C1)CC=C(C)C (1-chloro-1-(p-prenylphenyl)ethane). Isolated yield 97.6%. As a reaction SMILES: [CH2:1]([C:6]1[CH:11]=[CH:10][C:9]([CH:12](O)[CH3:13])=[CH:8][CH:7]=1)[CH:2]=[C:3]([CH3:5])[CH3:4].N1C=CC=CC=1.S(Cl)([Cl:23])=O>C1C=CC=CC=1>[Cl:23][CH:12]([C:9]1[CH:10]=[CH:11][C:6]([CH2:1][CH:2]=[C:3]([CH3:5])[CH3:4])=[CH:7][CH:8]=1)[CH3:13]. Procedure: To a solution of 9.5 g of 1-(p-prenylphenyl)-ethanol, 4.0 ml of pyridine and 60 ml of benzene, a solution of 5.9 g of thionyl chloride in 10 ml of benzene was added dropwise at 0°-5° C. with stirring. After stirring at room temperature for an hour, the reaction mixture was washed with water, aqueous sodium hydrogen carbonate and water successively and dried. Removal of the benzene gave 10.1 g of 1-chloro-1-(p-prenylphenyl)ethane. The solvent is C(C)#N (acetonitrile). Procedure: N-(2-Nitrobenzenesulfonyl)-N-[[2-(3,4,5-trimethoxy-phenyl)pyridin-4-yl]methyl]glycine methyl ester (11.35 g) was dissolved in acetonitrile (30 mL), and to the solution potassium carbonate (3.39 g) was added. Thiophenol (2.37 g) was then added to the mixture, and the resultant mixture was stirred overnight at room temperature. Ethyl acetate was added to the reaction mixture, and the resultant mixture was washed with a saturated aqueous solution of sodium hydrogencarbonate, water and saturated bri... Starting materials: resultant mixture, COC(CN(CC1=CC(=NC=C1)C1=CC(=C(C(=C1)OC)OC)OC)S(=O)(=O)C1=C(C=CC=C1)[N+](=O)[O-])=O (N-(2-Nitrobenzenesulfonyl)-N-[[2-(3,4,5-trimethoxy-phenyl)pyridin-4-yl]methyl]glycine methyl ester), C([O-])([O-])=O.[K+].[K+] (potassium carbonate), C1(=CC=CC=C1)S (Thiophenol), C(C)(=O)OCC (Ethyl acetate). As a reaction SMILES: [CH3:1][O:2][C:3](=[O:37])[CH2:4][N:5](S(C1C=CC=CC=1[N+]([O-])=O)(=O)=O)[CH2:6][C:7]1[CH:12]=[CH:11][N:10]=[C:9]([C:13]2[CH:18]=[C:17]([O:19][CH3:20])[C:16]([O:21][CH3:22])=[C:15]([O:23][CH3:24])[CH:14]=2)[CH:8]=1.C(=O)([O-])[O-].[K+].[K+].C1(S)C=CC=CC=1.C(OCC)(=O)C>C(#N)C>[CH3:1][O:2][C:3](=[O:37])[CH2:4][NH:5][CH2:6][C:7]1[CH:12]=[CH:11][N:10]=[C:9]([C:13]2[CH:14]=[C:15]([O:23][CH3:24])[C:16]([O:21][CH3:22])=[C:17]([O:19][CH3:20])[CH:18]=2)[CH:8]=1 |f:1.2.3|. Product: COC(CNCC1=CC(=NC=C1)C1=CC(=C(C(=C1)OC)OC)OC)=O (N-[[2-(3,4,5-trimethoxyphenyl)pyridin-4-yl]methyl]glycine methyl ester). Reactants: CC(C)CCN=C=S, CC(C)(C)[O-], CN(C)C=O, Cl, [K+], Nc1cc(Cl)sc1S(N)(=O)=O. Yields the product CC(C)CCNC(=S)NS(=O)(=O)c1sc(Cl)cc1N. RXN SMILES: [CH3:19][CH:20]([CH2:21][CH2:22][N:23]=[C:24]=[S:25])[CH3:26].[CH3:1][C:2]([CH3:3])([O-:4])[CH3:5].[CH3:27][N:28]([CH3:29])[CH:30]=[O:31].[ClH:7].[K+:6].[NH2:8][c:9]1[c:10]([S:15](=[O:16])(=[O:17])[NH2:18])[s:11][c:12]([Cl:14])[cH:13]1>>[NH2:8][c:9]1[c:10]([S:15](=[O:16])(=[O:17])[NH:18][C:24]([NH:23][CH2:22][CH2:21][CH:20]([CH3:19])[CH3:26])=[S:25])[s:11][c:12]([Cl:14])[cH:13]1.